describe an organic reaction: reactants, conditions, products, and yield From a dataset of the Open Reaction Database (ORD), a public repository of structured organic reaction records. Yields the product CC1=C(C=CC(=C1)C(=O)N1CC=2N(CC3=C1C=CC=C3)C(=CC2)C(=O)NCC2CNCCC2)C2=C(C=CC=C2)C (10-[(2,2′-Dimethyl-1,1′-biphenyl-4-yl)carbonyl]-N-(piperidin-3-ylmethyl)-10,11-dihydro-5H-pyrrolo[2,1-c][1,4]benzodiazepine-3-carboxamide). The reactants are CC1=C(C=CC(=C1)C(=O)N1C=C2N(CC3=C1C=CC=C3)C(=CC2)C(=O)NCC2CN(CCC2)C(=O)OC(C)(C)C)C2=C(C=CC=C2)C (tert-Butyl 3-{[({10-[(2,2′-dimethyl-1,1′-biphenyl-4-yl)carbonyl]-10,1dihydro-5H-pyrrolo[2,1-c][1,4]benzodiazepin-3-yl}carbonyl)amino]methyl}piperidine-1-carboxylate), FC(C(=O)O)(F)F (trifluoroacetic acid). Yield: 88.2%. Reaction SMILES: [CH3:1][C:2]1[CH:7]=[C:6]([C:8]([N:10]2[C:16]3[CH:17]=[CH:18][CH:19]=[CH:20][C:15]=3[CH2:14][N:13]3[C:21]([C:24]([NH:26][CH2:27][CH:28]4[CH2:33][CH2:32][CH2:31][N:30](C(OC(C)(C)C)=O)[CH2:29]4)=[O:25])=[CH:22][CH2:23][C:12]3=[CH:11]2)=[O:9])[CH:5]=[CH:4][C:3]=1[C:41]1[CH:46]=[CH:45][CH:44]=[CH:43][C:42]=1[CH3:47].FC(F)(F)C(O)=O>ClCCl>[CH3:1][C:2]1[CH:7]=[C:6]([C:8]([N:10]2[C:16]3[CH:17]=[CH:18][CH:19]=[CH:20][C:15]=3[CH2:14][N:13]3[C:21]([C:24]([NH:26][CH2:27][CH:28]4[CH2:33][CH2:32][CH2:31][NH:30][CH2:29]4)=[O:25])=[CH:22][CH:23]=[C:12]3[CH2:11]2)=[O:9])[CH:5]=[CH:4][C:3]=1[C:41]1[CH:46]=[CH:45][CH:44]=[CH:43][C:42]=1[CH3:47]. Procedure: To a solution of tert-butyl 3-{[({10-[(2,2′-dimethyl-1,1′-biphenyl-4-yl)carbonyl]-10,11-dihydro-5H-pyrrolo[2,1-c][1,4]benzodiazepin-3-yl}carbonyl)amino]methyl}piperidine-1-carboxylate of Step A (0.42 g, 0.66 mmol) in dry dichloromethane (3 mL) was added trifluoroacetic acid (0.51 mL, 6.6 mmol) and the reaction mixture stirred at room temperature under nitrogen for 20 hours. The reaction mixture was then diluted with dichloromethane (50 mL), washed with 1 M sodium hydroxide solution (50 mL) and b... Solvent: ClCCl (dichloromethane), ClCCl (dichloromethane). Run at time 20 hour. Starting materials: Cl.COC1=CC2=C(N(C=N2)C2=CC=CC=C2)C=C1C(=O)O (5-methoxy-1-phenylbenzimidazole-6-carboxylic acid hydrochloride). Run in C1CCOC1 (THF). Conditions: time 3 hour. Yields the product Cl.OCC=1C(=CC2=C(N(C=N2)C2=CC=CC=C2)C1)OC (6-Hydroxymethyl-5-methoxy-1-phenylbenzimidazole hydrochloride). RXN SMILES: [ClH:1].[CH3:2][O:3][C:4]1[C:18]([C:19](O)=[O:20])=[CH:17][C:7]2[N:8]([C:11]3[CH:16]=[CH:15][CH:14]=[CH:13][CH:12]=3)[CH:9]=[N:10][C:6]=2[CH:5]=1>C1COCC1>[ClH:1].[OH:20][CH2:19][C:18]1[C:4]([O:3][CH3:2])=[CH:5][C:6]2[N:10]=[CH:9][N:8]([C:11]3[CH:16]=[CH:15][CH:14]=[CH:13][CH:12]=3)[C:7]=2[CH:17]=1 |f:0.1,3.4|. Procedure details: Borane-methyl sulfide complex (1.11 mL of 10.0N, 0.011 mol) was added dropwise at room temperature under nitrogen to a stirred sclution of 5-methoxy-1-phenylbenzimidazole-6-carboxylic acid hydrochloride(1.00 g, 3.73 mmol) in THF (60 mL). After stirring at this temperature for 3 hours, the excess of reagent was destroyed by careful addition of MeOH, followed by water, and the solution was acidified with 3N HCl and stirred at room temperature for a further 30 minutes. The aqueous solution was wash... The reactants are O=C([O-])O, CCOC(C)=O, CSCCC(NC(=O)c1ccc(N2CCOCC2=O)c([N+](=O)[O-])c1)c1nc2cc(Cl)ccc2[nH]1, [Na+], O, O, O, Cl[Sn]Cl. Yields the product CSCCC(NC(=O)c1ccc(N2CCOCC2=O)c(N)c1)c1nc2cc(Cl)ccc2[nH]1. RXN SMILES: [C:40](=[O:41])([O-:42])[OH:43].[CH3:46][CH2:47][O:48][C:49](=[O:50])[CH3:51].[Cl:1][c:2]1[cH:3][c:4]2[c:5]([nH:6][c:7]([CH:9]([CH2:10][CH2:11][S:12][CH3:13])[NH:14][C:15]([c:16]3[cH:17][c:18]([N+:29]([O-:30])=[O:31])[c:19]([N:22]4[C:23](=[O:28])[CH2:24][O:25][CH2:26][CH2:27]4)[cH:20][cH:21]3)=[O:32])[n:8]2)[cH:33][cH:34]1.[Na+:44].[OH2:35].[OH2:36].[OH2:45].[Sn:37]([Cl:38])[Cl:39]>>[Cl:1][c:2]1[cH:3][c:4]2[c:5]([nH:6][c:7]([CH:9]([CH2:10][CH2:11][S:12][CH3:13])[NH:14][C:15]([c:16]3[cH:17][c:18]([NH2:29])[c:19]([N:22]4[C:23](=[O:28])[CH2:24][O:25][CH2:26][CH2:27]4)[cH:20][cH:21]3)=[O:32])[n:8]2)[cH:33][cH:34]1.